Dataset: the Open Reaction Database (ORD), a public repository of structured organic reaction records. Task: describe an organic reaction: reactants, conditions, products, and yield Reactants: O (water), COC=1C=C2CC3(CNC2=C(C1C)C)CCC3 (6′-methoxy-7′,8′-dimethyl-2′,4′-dihydro-1′H-spiro[cyclobutane-1,3′-quinoline]), BrCCBr (1,2-dibromoethane), C(=O)([O-])[O-].[Cs+].[Cs+] (Cs2CO3). Solvent: CN(C)C=O (DMF). The product is BrCCN1CC2(CC3=CC(=C(C(=C13)C)C)OC)CCC2 (1′-(2-bromoethyl)-6′-methoxy-7′,8′-dimethyl-2′,4′-dihydro-1′H-spiro[cyclobutane-1,3′-quinoline]). RXN SMILES: [CH3:1][O:2][C:3]1[CH:4]=[C:5]2[C:10](=[C:11]([CH3:14])[C:12]=1[CH3:13])[NH:9][CH2:8][C:7]1([CH2:17][CH2:16][CH2:15]1)[CH2:6]2.[Br:18][CH2:19][CH2:20]Br.C([O-])([O-])=O.[Cs+].[Cs+].O>CN(C=O)C>[Br:18][CH2:19][CH2:20][N:9]1[C:10]2[C:5](=[CH:4][C:3]([O:2][CH3:1])=[C:12]([CH3:13])[C:11]=2[CH3:14])[CH2:6][C:7]2([CH2:15][CH2:16][CH2:17]2)[CH2:8]1 |f:2.3.4|. Procedure: A solution of 6′-methoxy-7′,8′-dimethyl-2′,4′-dihydro-1′H-spiro[cyclobutane-1,3′-quinoline] (1.12 g), 1,2-dibromoethane (2 mL) and Cs2CO3 (3.16 9) in DMF (7 mL) was heated in a bath of 110° C. for 6 hours. The mixture was cooled, water was added, and extracted with dichloromethane. The organic phase was then washed with brine, dried and evaporated. The residue was passed through a column (Hexane/EtOAc, 10:0.6) to give 1′-(2-bromoethyl)-6′-methoxy-7′,8′-dimethyl-2′,4′-dihydro-1′H-spiro[cyclobutan...